Dataset: the Open Reaction Database (ORD), a public repository of structured organic reaction records. Task: describe an organic reaction: reactants, conditions, products, and yield The reactants are C1(=CC=C(C=C1)S(=O)(=O)O)C (p-toluenesulfonic acid), C(=O)(O)C12CC3CC(CC(C1)C3)C2 (1-carboxyadamantane). Solvent: C(C)O (ethanol). Product: C(C)OC(=O)C12CC3CC(CC(C1)C3)C2 (1-ethoxycarbonyladamantane). RXN SMILES: [C:1]1(C)C=CC(S(O)(=O)=O)=C[CH:2]=1.[C:12]([C:15]12[CH2:24][CH:19]3[CH2:20][CH:21]([CH2:23][CH:17]([CH2:18]3)[CH2:16]1)[CH2:22]2)([OH:14])=[O:13]>C(O)C>[CH2:1]([O:13][C:12]([C:15]12[CH2:24][CH:19]3[CH2:18][CH:17]([CH2:23][CH:21]([CH2:20]3)[CH2:22]1)[CH2:16]2)=[O:14])[CH3:2]. Procedure: In the presence of an acid catalyst (p-toluenesulfonic acid), 1-carboxyadamantane obtained in Example 2 was allowed to react with an excess amount of ethanol to give 1-ethoxycarbonyladamantane. The reactants are C1CCC2=CC(=CC=C12)NCCCCC(=O)OCC (ethyl 5-(indan-5-ylamino)valerate), C(C)N(C(C)C)C(C)C (ethyl diisopropylamine), ClC1=CC=C(C(=O)Cl)C=C1 (p-chlorobenzoyl chloride). Solvent: C1=CC=CC=C1 (benzene). Product: ClC1=CC=C(C(=O)N(C=2C=C3CCCC3=CC2)CCCCC(=O)O)C=C1 (5-{p-chloro-[N-(indan-5-yl)]benzamido}valeric acid). The yield is 88.5%. As a reaction SMILES: [CH2:1]1[C:9]2[C:4](=[CH:5][C:6]([NH:10][CH2:11][CH2:12][CH2:13][CH2:14][C:15]([O:17]CC)=[O:16])=[CH:7][CH:8]=2)[CH2:3][CH2:2]1.C(N(C(C)C)C(C)C)C.[Cl:29][C:30]1[CH:38]=[CH:37][C:33]([C:34](Cl)=[O:35])=[CH:32][CH:31]=1>C1C=CC=CC=1>[Cl:29][C:30]1[CH:38]=[CH:37][C:33]([C:34]([N:10]([CH2:11][CH2:12][CH2:13][CH2:14][C:15]([OH:17])=[O:16])[C:6]2[CH:5]=[C:4]3[C:9](=[CH:8][CH:7]=2)[CH2:1][CH2:2][CH2:3]3)=[O:35])=[CH:32][CH:31]=1. Reported procedure: 6.3 g of ethyl 5-(indan-5-ylamino)valerate and 3.1 g of ethyl diisopropylamine are reacted in 50 ml of benzene with 4.2 g of p-chlorobenzoyl chloride. The resulting residue (left after filtering off the precipitate and concentrating the filtrate by evaporation) is saponified as described in Example 77b. Recrystallization of the crude product from ethyl acetate/petrol ether (1:2) yields 7.9 g (88.1% of theory) of 5-{p-chloro-[N-(indan-5-yl)]benzamido}valeric acid, MP 132° to 134°. Reactants: ClC=1C=CC2=C(C(=C(O2)C(=O)O)OC(C)C)C1 (5-chloro-3-(1-methylethoxy)-2-benzofurancarboxylic acid), C(=O)(N1C=NC=C1)N1C=NC=C1 (1,1'-carbonyldiimidazole), C(C1=CC=CC=C1)N (benzylamine). Solvent: C(C)(=O)OCC (ethyl acetate), O1CCCC1 (tetrahydrofuran). Run at time 8 hour. Yields the product ClC=1C=CC2=C(C(=C(O2)C(=O)NCC2=CC=CC=C2)OC(C)C)C1 (5-chloro-3-(1-methylethoxy)-N-(phenylmethyl)-2-benzofurancarboxamide). Yield: 79.0%. RXN SMILES: [Cl:1][C:2]1[CH:3]=[CH:4][C:5]2[O:9][C:8]([C:10]([OH:12])=O)=[C:7]([O:13][CH:14]([CH3:16])[CH3:15])[C:6]=2[CH:17]=1.C(N1C=CN=C1)(N1C=CN=C1)=O.[CH2:30]([NH2:37])[C:31]1[CH:36]=[CH:35][CH:34]=[CH:33][CH:32]=1>O1CCCC1.C(OCC)(=O)C>[Cl:1][C:2]1[CH:3]=[CH:4][C:5]2[O:9][C:8]([C:10]([NH:37][CH2:30][C:31]3[CH:36]=[CH:35][CH:34]=[CH:33][CH:32]=3)=[O:12])=[C:7]([O:13][CH:14]([CH3:16])[CH3:15])[C:6]=2[CH:17]=1. Procedure: A solution of 5-chloro-3-(1-methylethoxy)-2-benzofurancarboxylic acid (250 mg, 0.98 mmol) and 1,1'-carbonyldiimidazole (206 mg, 1.27 mmol) in 5 mL of tetrahydrofuran is heated at reflux for 1 hour. The reaction solution is cooled to room temperature and benzylamine (0.64 mL, 5.88 mmol) is added and stirring is continued at room temperature overnight. The reaction is diluted with ethyl acetate and washed with brine. The organic phase is dried over magnesium sulfate, filtered, and concentrated in ... Starting materials: ClCCl, O=C(O)C(F)(F)F, CC(C)(C)OC(=O)Cc1cncc2ccccc12. Product: O=C(O)Cc1cncc2ccccc12. Reaction SMILES: [Cl:26][CH2:27][Cl:28].[F:19][C:20]([F:21])([F:22])[C:23]([OH:24])=[O:25].[cH:1]1[n:2][cH:3][c:4]([CH2:11][C:12](=[O:13])[O:14][C:15]([CH3:16])([CH3:17])[CH3:18])[c:5]2[cH:6][cH:7][cH:8][cH:9][c:10]12>>[cH:1]1[n:2][cH:3][c:4]([CH2:11][C:12](=[O:13])[OH:14])[c:5]2[cH:6][cH:7][cH:8][cH:9][c:10]12. The reactants are [Br-], [Br-], [Br-], COC(=O)C1=C(C)NC2=C(C(=O)COC2)C1c1ccc(F)c(Br)c1, ClCCl, ClC(Cl)Cl, c1ccncc1, c1cc[nH+]cc1, c1cc[nH+]cc1, c1cc[nH+]cc1. Yields the product COC(=O)C1=C(CBr)NC2=C(C(=O)COC2)C1c1ccc(F)c(Br)c1. RXN SMILES: [Br-:31].[Br-:32].[Br-:33].[Br:1][c:2]1[cH:3][c:4]([CH:9]2[C:10]3=[C:11]([NH:12][C:13]([CH3:19])=[C:14]2[C:15](=[O:16])[O:17][CH3:18])[CH2:20][O:21][CH2:22][C:23]3=[O:24])[cH:5][cH:6][c:7]1[F:8].[CH2:56]([Cl:57])[Cl:58].[CH:52]([Cl:53])([Cl:54])[Cl:55].[cH:25]1[cH:26][cH:27][n:28][cH:29][cH:30]1.[nH+:34]1[cH:35][cH:36][cH:37][cH:38][cH:39]1.[nH+:40]1[cH:41][cH:42][cH:43][cH:44][cH:45]1.[nH+:46]1[cH:47][cH:48][cH:49][cH:50][cH:51]1>>[Br:1][c:2]1[cH:3][c:4]([CH:9]2[C:10]3=[C:11]([NH:12][C:13]([CH2:19][Br:31])=[C:14]2[C:15](=[O:16])[O:17][CH3:18])[CH2:20][O:21][CH2:22][C:23]3=[O:24])[cH:5][cH:6][c:7]1[F:8]. Procedure details: The triazole from Procedure 1 (41.2 g., 0.31 mole) was dissolved in a solution of 12.19 g. (0.31 mole) of NaOH in 230 ml. of water at 80°. The solution was then chilled at 5° and left overnight. The resulting precipitate was collected on a filter and dried under reduced pressure, to afford 36.0 g. (75%) of light yellow salt, m.p. 320°. Concentration of the mother liquors afforded an additional 8.3 g. (17%) of salt. The triazole of Procedure 2 was converted to the sodium salt in the same fashion. Reactants: CC1=CC=CC=2N1C(NN2)=O (5-Methyl-1,2,4-triazolo[4,3-a]pyridin-3(2H)-one), N=1NC(N2C1C=CC=C2)=O (1,2,4-Triazolo[4,3-a]pyridin-3(2H)-one), salt, [OH-].[Na+] (NaOH), light yellow salt, [Na] (sodium). Solvent: O (water). Yields the product N=1NC(N2C1C=CC=C2)=O.[Na] (Sodium 1,2,4-Triazolo[4,3-a]pyridin-3(2H)-one). Reaction conditions: time 8 hour. As a reaction SMILES: [N:1]1[NH:2][C:3](=[O:10])[N:4]2[CH:9]=[CH:8][CH:7]=[CH:6][C:5]=12.[OH-].[Na+].CC1N2C(=O)NN=C2C=CC=1.[Na:24]>O>[N:1]1[NH:2][C:3](=[O:10])[N:4]2[CH:9]=[CH:8][CH:7]=[CH:6][C:5]=12.[Na:24] |f:1.2,6.7,^1:23,35|. The reactants are [Na+], [Na+], O=C([O-])[O-], O=P(Cl)(Cl)Cl, COc1ccc(OC)c(C(C)(O)COCCc2ccccc2)c1, c1ccncc1. Product: COc1ccc(OC)c(C(C)COCCc2ccccc2)c1. Reaction SMILES: [Na+:29].[Na+:30].[O-:31][C:32](=[O:33])[O-:34].[P:24]([Cl:25])([Cl:26])([Cl:27])=[O:28].[c:1]1([CH2:7][CH2:8][O:9][CH2:10][C:11]([CH3:12])([OH:13])[c:14]2[c:15]([O:22][CH3:23])[cH:16][cH:17][c:18]([O:20][CH3:21])[cH:19]2)[cH:2][cH:3][cH:4][cH:5][cH:6]1.[cH:35]1[cH:36][cH:37][n:38][cH:39][cH:40]1>>[c:1]1([CH2:7][CH2:8][O:9][CH2:10][CH:11]([CH3:12])[c:14]2[c:15]([O:22][CH3:23])[cH:16][cH:17][c:18]([O:20][CH3:21])[cH:19]2)[cH:2][cH:3][cH:4][cH:5][cH:6]1. Reactants: CCCCN(Cc1ccc(OCC(=O)OCC)c(C)c1)c1ncnc(-c2ccc(OC)cc2)c1C, CO, [Na+], C1CCOC1, [OH-]. The product is CCCCN(Cc1ccc(OCC(=O)O)c(C)c1)c1ncnc(-c2ccc(OC)cc2)c1C. As a reaction SMILES: [CH2:1]([CH2:2][CH2:3][CH3:4])[N:5]([c:6]1[n:7][cH:8][n:9][c:10](-[c:13]2[cH:14][cH:15][c:16]([O:19][CH3:20])[cH:17][cH:18]2)[c:11]1[CH3:12])[CH2:21][c:22]1[cH:23][c:24]([CH3:35])[c:25]([O:26][CH2:27][C:28](=[O:29])[O:30][CH2:31][CH3:32])[cH:33][cH:34]1.[CH3:38][OH:39].[Na+:37].[O:40]1[CH2:41][CH2:42][CH2:43][CH2:44]1.[OH-:36]>>[CH2:1]([CH2:2][CH2:3][CH3:4])[N:5]([c:6]1[n:7][cH:8][n:9][c:10](-[c:13]2[cH:14][cH:15][c:16]([O:19][CH3:20])[cH:17][cH:18]2)[c:11]1[CH3:12])[CH2:21][c:22]1[cH:23][c:24]([CH3:35])[c:25]([O:26][CH2:27][C:28](=[O:29])[OH:30])[cH:33][cH:34]1. Starting materials: O=C1c2ccccc2C(=O)c2c(O)c3c(c(O)c21)CCC(O)(C(=O)CBr)C3, CCCCC(=O)[O-], CC(C)=O, [Na+]. Yields the product CCCCC(=O)OCC(=O)C1(O)CCc2c(O)c3c(c(O)c2C1)C(=O)c1ccccc1C3=O. RXN SMILES: [Br:1][CH2:2][C:3](=[O:4])[C:5]1([OH:27])[CH2:6][CH2:7][c:8]2[c:9]([OH:26])[c:10]3[c:19]([c:20]([OH:23])[c:21]2[CH2:22]1)[C:18](=[O:24])[c:17]1[c:12]([cH:13][cH:14][cH:15][cH:16]1)[C:11]3=[O:25].[C:28]([CH2:29][CH2:30][CH2:31][CH3:32])(=[O:33])[O-:34].[CH3:36][C:37](=[O:38])[CH3:39].[Na+:35]>>[CH2:2]([C:3](=[O:4])[C:5]1([OH:27])[CH2:6][CH2:7][c:8]2[c:9]([OH:26])[c:10]3[c:19]([c:20]([OH:23])[c:21]2[CH2:22]1)[C:18](=[O:24])[c:17]1[c:12]([cH:13][cH:14][cH:15][cH:16]1)[C:11]3=[O:25])[O:34][C:28]([CH2:29][CH2:30][CH2:31][CH3:32])=[O:33]. Starting materials: C(\C=C/C(=O)O)(=O)O.C(C)OC(=O)[C@H](CCCCCCCC)N[C@H](C(=O)OCC1=CC=CC=C1)C (benzyl (2S)-2-[N-((1S)-1-ethoxycarbonyl-n-nonyl)amino]propionate maleate). The reagents and catalysts are [Pd] (palladium black). The product is C(C)OC(=O)[C@H](CCCCCCCC)N[C@H](C(=O)O)C ((2S)-2-[N-((1S)-1-ethoxycarbonyl-n-nonyl)amino]propionic acid). Isolated yield 75.9%. As a reaction SMILES: C(O)(=O)/C=C\C(O)=O.[CH2:9]([O:11][C:12]([C@@H:14]([NH:23][C@@H:24]([CH3:35])[C:25]([O:27]CC1C=CC=CC=1)=[O:26])[CH2:15][CH2:16][CH2:17][CH2:18][CH2:19][CH2:20][CH2:21][CH3:22])=[O:13])[CH3:10]>[Pd]>[CH2:9]([O:11][C:12]([C@@H:14]([NH:23][C@@H:24]([CH3:35])[C:25]([OH:27])=[O:26])[CH2:15][CH2:16][CH2:17][CH2:18][CH2:19][CH2:20][CH2:21][CH3:22])=[O:13])[CH3:10] |f:0.1|. Procedure details: 16.8 g of benzyl (2S)-2-[N-((1S)-1-ethoxycarbonyl-n-nonyl)amino]propionate maleate and 200 mg of palladium black are treated in the same manner as described in Preparation 6-(2). The residue is crystallized with a mixture of ether and n-hexane. 7.42 g of (2S)-2-[N-((1S)-1-ethoxycarbonyl-n-nonyl)amino]propionic acid are obtained as colorless crystals. Yield: 75.9%